From a dataset of the Open Reaction Database (ORD), a public repository of structured organic reaction records. describe an organic reaction: reactants, conditions, products, and yield Reactants: CC(C)(C)OC(=O)NCC(=O)O, C1CCOC1, CCN=C=NCCCN(C)C, CC#N, CCN(C(C)C)C(C)C, CC(C)(C)c1cc(NC(=O)Nc2ccc(Oc3ccncc3)cc2)n(-c2ccc(CN)cc2)n1, On1nnc2ccccc21. Product: CC(C)(C)OC(=O)NCC(=O)NCc1ccc(-n2nc(C(C)(C)C)cc2NC(=O)Nc2ccc(Oc3ccncc3)cc2)cc1. As a reaction SMILES: [C:1](=[O:2])([O:3][C:4]([CH3:5])([CH3:6])[CH3:7])[NH:8][CH2:9][C:10](=[O:11])[OH:12].[CH2:77]1[O:78][CH2:79][CH2:80][CH2:81]1.[CH3:13][CH2:14][N:15]=[C:16]=[N:17][CH2:18][CH2:19][CH2:20][N:21]([CH3:22])[CH3:23].[CH3:82][C:83]#[N:84].[CH:34]([N:35]([CH2:36][CH3:37])[CH:38]([CH3:39])[CH3:40])([CH3:41])[CH3:42].[NH2:43][CH2:44][c:45]1[cH:46][cH:47][c:48](-[n:51]2[n:52][c:53]([C:73]([CH3:74])([CH3:75])[CH3:76])[cH:54][c:55]2[NH:56][C:57](=[O:58])[NH:59][c:60]2[cH:61][cH:62][c:63]([O:66][c:67]3[cH:68][cH:69][n:70][cH:71][cH:72]3)[cH:64][cH:65]2)[cH:49][cH:50]1.[OH:24][n:25]1[c:26]2[c:27]([cH:28][cH:29][cH:30][cH:31]2)[n:32][n:33]1>>[C:1](=[O:2])([O:3][C:4]([CH3:5])([CH3:6])[CH3:7])[NH:8][CH2:9][C:10](=[O:12])[NH:43][CH2:44][c:45]1[cH:46][cH:47][c:48](-[n:51]2[n:52][c:53]([C:73]([CH3:74])([CH3:75])[CH3:76])[cH:54][c:55]2[NH:56][C:57](=[O:58])[NH:59][c:60]2[cH:61][cH:62][c:63]([O:66][c:67]3[cH:68][cH:69][n:70][cH:71][cH:72]3)[cH:64][cH:65]2)[cH:49][cH:50]1. The reactants are CC(C)(C)OC(=O)c1ccc(-c2ccc3c(c2)OCO3)cc1NC(=O)c1ccc(F)cc1, O=C(O)C(F)(F)F. Yields the product O=C(Nc1cc(-c2ccc3c(c2)OCO3)ccc1C(=O)O)c1ccc(F)cc1. Reaction SMILES: [O:1]1[CH2:2][O:3][c:4]2[c:5]1[cH:6][cH:7][c:8](-[c:10]1[cH:11][c:12]([NH:23][C:24]([c:25]3[cH:26][cH:27][c:28]([F:31])[cH:29][cH:30]3)=[O:32])[c:13]([C:14](=[O:15])[O:16][C:17]([CH3:18])([CH3:19])[CH3:20])[cH:21][cH:22]1)[cH:9]2.[OH:33][C:34]([C:35]([F:36])([F:37])[F:38])=[O:39]>>[O:1]1[CH2:2][O:3][c:4]2[c:5]1[cH:6][cH:7][c:8](-[c:10]1[cH:11][c:12]([NH:23][C:24]([c:25]3[cH:26][cH:27][c:28]([F:31])[cH:29][cH:30]3)=[O:32])[c:13]([C:14](=[O:15])[OH:16])[cH:21][cH:22]1)[cH:9]2. Starting materials: C([O-])([O-])=O.[Cs+].[Cs+] (cesium carbonate), BrC1=CC=C(CBr)C=C1 (4-bromobenzyl bromide), CN(C)C=O (DMF), OC1=C(C=CC=C1)C1=CC=CC(=N1)N1N=CC(=C1C(C(F)(F)F)(F)F)C(=O)OCC (Ethyl 1-(6-(2-hydroxyphenyl)pyridin-2-yl)-5-(pentafluoroethyl)-1H-pyrazole-4-carboxylate). The solvent is [Cl-].[Na+].O (brine). Reaction conditions: temperature 45 celsius, time 3 hour. Product: BrC1=CC=C(COC2=C(C=CC=C2)C2=CC=CC(=N2)N2N=CC(=C2C(C(F)(F)F)(F)F)C(=O)OCC)C=C1 (Ethyl 1-(6-(2-((4-bromobenzyl)oxy)phenyl)pyridin-2-yl)-5-(pentafluoroethyl)-1H-pyrazole-4-carboxylate). RXN SMILES: [OH:1][C:2]1[CH:7]=[CH:6][CH:5]=[CH:4][C:3]=1[C:8]1[N:13]=[C:12]([N:14]2[C:18]([C:19]([F:25])([F:24])[C:20]([F:23])([F:22])[F:21])=[C:17]([C:26]([O:28][CH2:29][CH3:30])=[O:27])[CH:16]=[N:15]2)[CH:11]=[CH:10][CH:9]=1.C(=O)([O-])[O-].[Cs+].[Cs+].[Br:37][C:38]1[CH:45]=[CH:44][C:41]([CH2:42]Br)=[CH:40][CH:39]=1.CN(C=O)C>[Cl-].[Na+].O>[Br:37][C:38]1[CH:45]=[CH:44][C:41]([CH2:42][O:1][C:2]2[CH:7]=[CH:6][CH:5]=[CH:4][C:3]=2[C:8]2[N:13]=[C:12]([N:14]3[C:18]([C:19]([F:25])([F:24])[C:20]([F:23])([F:21])[F:22])=[C:17]([C:26]([O:28][CH2:29][CH3:30])=[O:27])[CH:16]=[N:15]3)[CH:11]=[CH:10][CH:9]=2)=[CH:40][CH:39]=1 |f:1.2.3,6.7.8|. Procedure details: To flask containing the title compound from Example 8 Step C (415 mg, 0.971 mmol) were added cesium carbonate (791 mg, 2.43 mmol), 4-bromobenzyl bromide (316 mg, 1.26 mmol), and DMF (6 mL), and the resulting mixture was stirred at 45° C. After 3 h, the reaction mixture was allowed to cool to room temperature, then was poured into brine and extracted with EtOAc. The organic phase was separated and concentrated in vacuo. Purification by chromatography on silica gel (0 to 25% EtOAc in hexanes, then...